Dataset: the Open Reaction Database (ORD), a public repository of structured organic reaction records. Task: describe an organic reaction: reactants, conditions, products, and yield Reactants: C(C)OC(CN1N=C(C=C1N)C1=CN=NC=C1)OCC (1-(2,2-Diethoxyethyl)-3-(pyridazin-4-yl)-1H-pyrazole-5-amine), BrC1=C(C=CC(=C1)[N+](=O)[O-])C (2-bromo-4-nitrotoluene). Product: C(C)OC(CN1N=C(C=C1NC1=C(C=CC(=C1)[N+](=O)[O-])C)C1=CN=NC=C1)OCC (1-(2,2-Diethoxyethyl)-N-(2-methyl-5-nitrophenyl)-3-(pyridazin-4-yl)-1H-pyrazole-5-amine). Reaction SMILES: [CH2:1]([O:3][CH:4]([O:18][CH2:19][CH3:20])[CH2:5][N:6]1[C:10]([NH2:11])=[CH:9][C:8]([C:12]2[CH:17]=[CH:16][N:15]=[N:14][CH:13]=2)=[N:7]1)[CH3:2].Br[C:22]1[CH:27]=[C:26]([N+:28]([O-:30])=[O:29])[CH:25]=[CH:24][C:23]=1[CH3:31]>>[CH2:19]([O:18][CH:4]([O:3][CH2:1][CH3:2])[CH2:5][N:6]1[C:10]([NH:11][C:22]2[CH:27]=[C:26]([N+:28]([O-:30])=[O:29])[CH:25]=[CH:24][C:23]=2[CH3:31])=[CH:9][C:8]([C:12]2[CH:17]=[CH:16][N:15]=[N:14][CH:13]=2)=[N:7]1)[CH3:20]. Procedure details: Analogously to Example 13A/Step 1, 4.5 g (16.2 mmol) of the compound of Example 79A and 3.86 g (17.8 mmol) of 2-bromo-4-nitrotoluene gave, after 3 h of heating under reflux, a crude product which was purified by chromatography on a Biotage system (100 g Snap column; mobile phase gradient ethyl acetate/0-8% methanol). This gave 5.52 g (82% of theory) of the title compound. Reactants: C(C)(C)(C)OC(=O)N1C(CN(CC1)C(=O)OCC1=CC=CC=C1)C(NOC)=O (2-Methoxycarbamoyl-piperazine-1,4-dicarboxylic acid 4-benzyl ester 1-tert-butyl ester), [H][H] (hydrogen). Reagents/catalysts: [Pd] (palladium on carbon). The solvent is CO (methanol). Product: C(C)(C)(C)OC(=O)N1C(CNCC1)C(NOC)=O (2-Methoxycarbamoyl-piperazine-1-carboxylic acid tert-butyl ester). Reaction SMILES: [C:1]([O:5][C:6]([N:8]1[CH2:13][CH2:12][N:11](C(OCC2C=CC=CC=2)=O)[CH2:10][CH:9]1[C:24](=[O:28])[NH:25][O:26][CH3:27])=[O:7])([CH3:4])([CH3:3])[CH3:2].[H][H]>[Pd].CO>[C:1]([O:5][C:6]([N:8]1[CH2:13][CH2:12][NH:11][CH2:10][CH:9]1[C:24](=[O:28])[NH:25][O:26][CH3:27])=[O:7])([CH3:4])([CH3:3])[CH3:2]. Reported procedure: A mixture of 2-Methoxycarbamoyl-piperazine-1,4-dicarboxylic acid 4-benzyl ester 1-tert-butyl ester (0.23 g, 0.58 mmol) and activated 10 wt. % palladium on carbon (0.048 g) in methanol (8 mL) was stirred vigorously under 40 psi hydrogen atmosphere for 2 hours. The reaction mixture was then filtered through a microglass filter paper and the solid washed abundantly with methanol. The solvent was evaporated in vacuo to yield the title compound. The reactants are C1(CCC2=CC=CC=C12)C(=O)O (indan-1-ylcarboxylic acid), COC=1C(=CC2=C(CCO2)C1)N1CCNCC1 (4-(2,3-dihydro-5-methoxybenzofuran-6-yl)piperazine), C(\C=C\C(=O)[O-])(=O)[O-] (fumarate). The product is COC=1C(=CC2=C(CCO2)C1)N1CCN(CC1)CC1CCC2=CC=CC=C12 (4-(2,3-Dihydro-5-methoxybenzofuran-6-yl)-1-(indan-1-ylmethyl)piperazine). As a reaction SMILES: [CH:1]1([C:10](O)=O)[C:9]2[C:4](=[CH:5][CH:6]=[CH:7][CH:8]=2)[CH2:3][CH2:2]1.[CH3:13][O:14][C:15]1[C:16]([N:24]2[CH2:29][CH2:28][NH:27][CH2:26][CH2:25]2)=[CH:17][C:18]2[O:22][CH2:21][CH2:20][C:19]=2[CH:23]=1.C([O-])(=O)/C=C/C([O-])=O>>[CH3:13][O:14][C:15]1[C:16]([N:24]2[CH2:25][CH2:26][N:27]([CH2:10][CH:1]3[C:9]4[C:4](=[CH:5][CH:6]=[CH:7][CH:8]=4)[CH2:3][CH2:2]3)[CH2:28][CH2:29]2)=[CH:17][C:18]2[O:22][CH2:21][CH2:20][C:19]=2[CH:23]=1. Procedure details: Prepared as described in Example 9, starting from indan-1-ylcarboxylic acid and 4-(2,3-dihydro-5-methoxybenzofuran-6-yl)piperazine. The fumarate of the title compound melts at 195°-197° C. (ethanol). Starting materials: COC=1C=C(C=CC1)C1CC(CCC1)=O (3-(3-methoxyphenyl)cyclohexanone), C1(=CC=CC=C1)[C@H](C)N ((S)-1-phenylethylamine), [H][H] (hydrogen). Reagents/catalysts: [Ni] (Raney nickel). Solvent: C(C)O (ethanol). Yields the product COC=1C=C(C=CC1)C1CC(CCC1)NC(C)C1=CC=CC=C1 (N-[3-(3-methoxyphenyl) cyclohexyl]-N-(1-phenylethyl)amine). The yield is 52.2%. Reaction SMILES: [CH3:1][O:2][C:3]1[CH:4]=[C:5]([CH:9]2[CH2:14][CH2:13][CH2:12][C:11](=O)[CH2:10]2)[CH:6]=[CH:7][CH:8]=1.[C:16]1([C@@H:22]([NH2:24])[CH3:23])[CH:21]=[CH:20][CH:19]=[CH:18][CH:17]=1.[H][H]>[Ni].C(O)C>[CH3:1][O:2][C:3]1[CH:4]=[C:5]([CH:9]2[CH2:14][CH2:13][CH2:12][CH:11]([NH:24][CH:22]([C:16]3[CH:21]=[CH:20][CH:19]=[CH:18][CH:17]=3)[CH3:23])[CH2:10]2)[CH:6]=[CH:7][CH:8]=1. Reported procedure: Raney nickel (0.5 g) was added to a solution of 3-(3-methoxyphenyl)cyclohexanone (2.05 g) and (S)-1-phenylethylamine (1.22 g) in ethanol (20 ml) prior to room temperature stirring and hydrogen addition. After the starting materials were consumed, the catalyst was filtered off, and the filtrate was distilled off under reduced pressure to produce a light yellow oily substance which was then separated and purified by silica gel column chromatography (chloroform:methanol=50:1) to give 1.62 g of N-[3... Starting materials: [BH4-].[Na+] (Sodium borohydride), C(C)C1(C(C=2N(C3=CC=CC=C3C2C)CC1)=O)CC (8,8-diethyl-6,7,8,9-tetrahydro-10-methylpyrido[1,2-a]indol-9-one). Solvent: CO (methanol). Reaction conditions: temperature 40 celsius. The product is C(C)C1(C(C=2N(C3=CC=CC=C3C2C)CC1)O)CC (8,8-Diethyl-6,7,8,9-tetrahydro-10-methylpyrido[1,2-a]indol-9-ol). The yield is 93.3%. Reaction SMILES: [BH4-].[Na+].[CH2:3]([C:5]1([CH2:20][CH3:21])[CH2:18][CH2:17][N:8]2[C:9]3[C:14]([C:15]([CH3:16])=[C:7]2[C:6]1=[O:19])=[CH:13][CH:12]=[CH:11][CH:10]=3)[CH3:4]>CO>[CH2:20]([C:5]1([CH2:3][CH3:4])[CH2:18][CH2:17][N:8]2[C:9]3[C:14]([C:15]([CH3:16])=[C:7]2[CH:6]1[OH:19])=[CH:13][CH:12]=[CH:11][CH:10]=3)[CH3:21] |f:0.1|. Procedure details: Sodium borohydride (19 g, 500 mmol) was added portionwise upon cooling to a solution 8,8-diethyl-6,7,8,9-tetrahydro-10-methylpyrido[1,2-a]indol-9-one (12.8 g, 50 mmol) in methanol (500 mL) at 25° C. The reaction mixture was heated at 40° C. for 18 hours. The solvent was removed in vacuo and the residue partitioned between 1% ammonium hydroxide (100 mL) and chloroform (120 mL). The separated organic layer was dried over MgSO4, filtered and evaporated to afford the desired alcohol 12 g, (93%) as a...